From a dataset of the Open Reaction Database (ORD), a public repository of structured organic reaction records. describe an organic reaction: reactants, conditions, products, and yield Reactants: CC(=O)O[IH2](OC(C)=O)c1ccccc1, CC#N, CCOC(C)=O, CN(COCCCO)S(=O)(=O)c1c(Cl)cc(Cl)cc1Cl, Cl, O. Product: CN(COCCC(=O)O)S(=O)(=O)c1c(Cl)cc(Cl)cc1Cl. RXN SMILES: [C:21]([O:22][IH2:24]([c:25]1[cH:26][cH:27][cH:28][cH:29][cH:30]1)[O:31][C:32](=[O:33])[CH3:34])(=[O:23])[CH3:35].[C:44](#[N:45])[CH3:46].[CH3:37][CH2:38][O:39][C:40]([CH3:41])=[O:42].[Cl:1][c:2]1[c:3]([S:10](=[O:11])(=[O:12])[N:13]([CH3:14])[CH2:15][O:16][CH2:17][CH2:18][CH2:19][OH:20])[c:4]([Cl:9])[cH:5][c:6]([Cl:8])[cH:7]1.[ClH:36].[OH2:43]>>[Cl:1][c:2]1[c:3]([S:10](=[O:11])(=[O:12])[N:13]([CH3:14])[CH2:15][O:16][CH2:17][CH2:18][C:19](=[O:20])[OH:23])[c:4]([Cl:9])[cH:5][c:6]([Cl:8])[cH:7]1. Starting materials: OC1=CC=C(CC#N)C=C1 (4-Hydroxybenzyl cyanide), C(C1=CC=CC=C1)Br (benzyl bromide), C([O-])([O-])=O.[K+].[K+] (potassium carbonate). The solvent is CC(=O)C (acetone), C(C)(=O)OCC (ethyl acetate). The product is C(C1=CC=CC=C1)OC1=CC=C(CC#N)C=C1 (4-benzyloxybenzyl cyanide). The yield is 358.3%. RXN SMILES: [OH:1][C:2]1[CH:10]=[CH:9][C:5]([CH2:6][C:7]#[N:8])=[CH:4][CH:3]=1.[CH2:11](Br)[C:12]1[CH:17]=[CH:16][CH:15]=[CH:14][CH:13]=1.C(=O)([O-])[O-].[K+].[K+]>CC(C)=O.C(OCC)(=O)C>[CH2:11]([O:1][C:2]1[CH:10]=[CH:9][C:5]([CH2:6][C:7]#[N:8])=[CH:4][CH:3]=1)[C:12]1[CH:17]=[CH:16][CH:15]=[CH:14][CH:13]=1 |f:2.3.4|. Procedure details: 4-Hydroxybenzyl cyanide (2.5 g, 18.77 mmol), benzyl bromide (3.8 g, 22:5 mmol) and potassium carbonate (45 mmol) were combined in acetone (50 mL) and heated to reflux for 8 h. The reaction was allowed to cool to rt, diluted with ethyl acetate and filtered to remove the solids. The organic layer was concentrated in vacuo to give an oil. The crude benzyl ether was purified by chromatography on silica gel eluting hexane:ethyl acetate (90:10, v:v) to give 4-benzyloxybenzyl cyanide (4.0 g, 95%) which... The reactants are C(C1=CC=CC=C1)OC(=O)C=1C=C2C=CC(=NC2=CC1)N (2-amino-quinoline-6-carboxylic acid benzyl ester), CC(C)O (2-propanol), [OH-].[K+] (potassium hydroxide). The solvent is O (water). Conditions: time 12 hour. Product: [K+].NC1=NC2=CC=C(C=C2C=C1)C(=O)[O-] (2-Amino-quinoline-6-carboxylic acid potassium salt). Isolated yield 95.0%. Reaction SMILES: C([O:8][C:9]([C:11]1[CH:12]=[C:13]2[C:18](=[CH:19][CH:20]=1)[N:17]=[C:16]([NH2:21])[CH:15]=[CH:14]2)=[O:10])C1C=CC=CC=1.CC(O)C.[OH-].[K+:27]>O>[K+:27].[NH2:21][C:16]1[CH:15]=[CH:14][C:13]2[C:18](=[CH:19][CH:20]=[C:11]([C:9]([O-:10])=[O:8])[CH:12]=2)[N:17]=1 |f:2.3,5.6|. Reported procedure: A mixture of 2-amino-quinoline-6-carboxylic acid benzyl ester (15.63 g, 0.0562 moles), 2-propanol (235 mL), water (15.6 mL) and potassium hydroxide (6.3 g, 0.112 moles) was heated to reflux, 80° C. to 85° C., for 2 to 4 hours. The reaction mixture was then cooled to 20° C. to 25° C., vacuum concentrated (volume of 160 mL) and granulated at 20° C. to 25° C. for 8 to 16 hours. The product was isolated by filtration (12.08 g, 0.0534 moles, 95% yield). Starting materials: C1(=CC=CC=C1)OC (Anisole), C(C)(C)C=1C=C2C(N(C(NC2=CC1)CCC)CC1=CC=C(C=C1)C1=C(C=CC=C1)S(=O)(=O)NC(C)(C)C)=O (6-Isopropyl-2-propyl-3-(2'-((tert-butylamino)sulfonyl)(biphen-4-yl)methyl)-quinazolin-4(1H)-one). Solvent: FC(C(=O)O)(F)F (trifluoroacetic acid). Run at time 8 hour. The product is C(C)(C)C=1C=C2C(N(C(NC2=CC1)CCC)CC1=CC=C(C=C1)C1=C(C=CC=C1)S(=O)(=O)N)=O (6-Isopropyl-2-propyl-3-(2'-(aminosulfonyl)(biphen-4-yl)methyl)-quinazolin-4(1H)-one). As a reaction SMILES: C1(OC)C=CC=CC=1.[CH:9]([C:12]1[CH:13]=[C:14]2[C:19](=[CH:20][CH:21]=1)[NH:18][CH:17]([CH2:22][CH2:23][CH3:24])[N:16]([CH2:25][C:26]1[CH:31]=[CH:30][C:29]([C:32]3[CH:37]=[CH:36][CH:35]=[CH:34][C:33]=3[S:38]([NH:41]C(C)(C)C)(=[O:40])=[O:39])=[CH:28][CH:27]=1)[C:15]2=[O:46])([CH3:11])[CH3:10]>FC(F)(F)C(O)=O>[CH:9]([C:12]1[CH:13]=[C:14]2[C:19](=[CH:20][CH:21]=1)[NH:18][CH:17]([CH2:22][CH2:23][CH3:24])[N:16]([CH2:25][C:26]1[CH:31]=[CH:30][C:29]([C:32]3[CH:37]=[CH:36][CH:35]=[CH:34][C:33]=3[S:38]([NH2:41])(=[O:40])=[O:39])=[CH:28][CH:27]=1)[C:15]2=[O:46])([CH3:10])[CH3:11]. Procedure details: Anisole is added to a stirred solution of the compound from Step 1 (0.554 mmol) in trifluoroacetic acid (6 ml) under nitrogen at room temperature. The solution is stirred at room temperature for 8 h then the solvent removed in vacuo. Flash chromatography affords the titled product. Starting materials: N[C@H]1CC[C@H](CC1)NC(=O)C1=CNC2=C1N=CN=C2C2=C(C=CC(=C2)OC)OCC2CC2 (cis-4-(2-cyclopropylmethoxy-5-methoxy-phenyl)-5H-pyrrolo[3,2-d]pyrimidine-7-carboxylic acid (4-amino-cyclohexyl)-amide), ClC(=O)OCC (ethyl chloroformate). RXN SMILES: [NH2:1][C@@H:2]1[CH2:7][CH2:6][C@H:5]([NH:8][C:9]([C:11]2[C:15]3[N:16]=[CH:17][N:18]=[C:19]([C:20]4[CH:25]=[C:24]([O:26][CH3:27])[CH:23]=[CH:22][C:21]=4[O:28][CH2:29][CH:30]4[CH2:32][CH2:31]4)[C:14]=3[NH:13][CH:12]=2)=[O:10])[CH2:4][CH2:3]1.Cl[C:34]([O:36][CH2:37][CH3:38])=[O:35]>>[CH2:37]([O:36][C:34](=[O:35])[NH:1][C@H:2]1[CH2:7][CH2:6][C@@H:5]([NH:8][C:9]([C:11]2[C:15]3[N:16]=[CH:17][N:18]=[C:19]([C:20]4[CH:25]=[C:24]([O:26][CH3:27])[CH:23]=[CH:22][C:21]=4[O:28][CH2:29][CH:30]4[CH2:31][CH2:32]4)[C:14]=3[NH:13][CH:12]=2)=[O:10])[CH2:4][CH2:3]1)[CH3:38]. Procedure: Starting from cis-4-(2-cyclopropylmethoxy-5-methoxy-phenyl)-5H-pyrrolo[3,2-d]pyrimidine-7-carboxylic acid (4-amino-cyclohexyl)-amide (example A154) and ethyl chloroformate the title compound is obtained as colorless solid. Product: C(C)OC(N[C@@H]1CC[C@@H](CC1)NC(=O)C1=CNC2=C1N=CN=C2C2=C(C=CC(=C2)OC)OCC2CC2)=O (cis-(4-{[4-(2-Cyclopropylmethoxy-5-methoxy-phenyl)-5H-pyrrolo[3,2-d]pyrimidine-7-carbonyl]-amino}-cyclohexyl)-carbamic acid ethyl ester). Starting materials: C(C)[Si](O[C@@H](CC=O)C=1C=C2C=CC=NC2=CC1)(CC)CC ((3S)-3-(triethylsilyloxy)-3-(6-quinolyl)propanal), II (iodine), solution, C(CCC)[Li] (n-butyllithium), solution, C[Si]([N-][Si](C)(C)C)(C)C.[Na+] (sodium hexamethyldisilazide), [I-].C(CC)[P+](C1=CC=CC=C1)(C1=CC=CC=C1)C1=CC=CC=C1 (propyltriphenylphosphonium iodide). Run in O1CCCC1 (tetrahydrofuran), CCOCC (ether), O1CCCC1 (tetrahydrofuran), O1CCCC1 (tetrahydrofuran). Conditions: temperature -78 celsius, time 5 minute. The product is IC(CC)=CC[C@H](O[Si](CC)(CC)CC)C=1C=C2C=CC=NC2=CC1 ((6S)-3-iodo-6-(6-quinolyl)-6-(triethylsilyloxy)-3-hexene). As a reaction SMILES: [I-:1].[CH2:2]([P+](C1C=CC=CC=1)(C1C=CC=CC=1)C1C=CC=CC=1)[CH2:3][CH3:4].C([Li])CCC.II.C[Si](C)(C)[N-][Si](C)(C)C.[Na+].[CH2:41]([Si:43]([CH2:61][CH3:62])([CH2:59][CH3:60])[O:44][C@H:45]([C:49]1[CH:50]=[C:51]2[C:56](=[CH:57][CH:58]=1)[N:55]=[CH:54][CH:53]=[CH:52]2)[CH2:46][CH:47]=O)[CH3:42]>O1CCCC1.CCOCC>[I:1][C:2](=[CH:47][CH2:46][C@@H:45]([C:49]1[CH:50]=[C:51]2[C:56](=[CH:57][CH:58]=1)[N:55]=[CH:54][CH:53]=[CH:52]2)[O:44][Si:43]([CH2:61][CH3:62])([CH2:59][CH3:60])[CH2:41][CH3:42])[CH2:3][CH3:4] |f:0.1,4.5|. Reported procedure: A suspension of propyltriphenylphosphonium iodide (8.2 gm) in 150 mL of tetrahydrofuran is treated with a 2.5 M solution of n-butyllithium (7.17 mL) at ambient temperature. The resulting red solution is transferred via cannula into a vigorously stirred solution of iodine (4.54 gm) in 150 mL of tetrahydrofuran cooled to −78° C. The resulting suspension is stirred for 5 minutes, then gradually warmed to −30° C. A 1.0 M solution of sodium hexamethyldisilazide (17.3 mL) is then added dropwise to for... The reactants are BrC=1C=NC(=NC1)C=1CCOCC1 (5-bromo-2-(3,6-dihydro-2H-pyran-4-yl)pyrimidine), ClC=1C=C(C=CC1)C(=O)OO (3-chlorobenzenecarboperoxoic acid). The solvent is C(Cl)Cl (DCM). Conditions: temperature 0 celsius, time 8 hour. Yields the product BrC=1C=NC(=NC1)C12CCOCC2O1 (5-bromo-2-(3,7-dioxabicyclo[4.1.0]heptan-6-yl)pyrimidine). Yield: 17.8%. As a reaction SMILES: [Br:1][C:2]1[CH:3]=[N:4][C:5]([C:8]2[CH2:9][CH2:10][O:11][CH2:12][CH:13]=2)=[N:6][CH:7]=1.ClC1C=C(C(OO)=[O:22])C=CC=1>C(Cl)Cl>[Br:1][C:2]1[CH:3]=[N:4][C:5]([C:8]23[O:22][CH:9]2[CH2:10][O:11][CH2:12][CH2:13]3)=[N:6][CH:7]=1. Procedure: Compound i (105 mg; 0.436 mmol) was dissolved in DCM (15 mL) and cooled to 0° C., then solid 3-chlorobenzenecarboperoxoic acid (280 mg, 1.14 mmol) was added and the mixture stirred overnight. The mixture was quenched with 1M Na2S2O3 (aq) (5 mL), washed with sat. NaHCO3 (aq) (3×30 mL) followed by brine (1×30 mL). The organic fraction was dried (MgSO4). Purification by chromatography on silica eluting with 0-50% EtOAc-n-heptane gave ii (20 mg, 18%). MS: 256.9 & 258.8; 1:1 [M+H]+. Starting materials: CCOC(=O)CC(=O)c1ccc(C(=O)OC)c(OC)c1, CCO, CC(=O)O, OC1c2ccccc2Oc2ccccc21. The product is CCOC(=O)C(C(=O)c1ccc(C(=O)OC)c(OC)c1)C1c2ccccc2Oc2ccccc21. Reaction SMILES: [CH3:1][O:2][c:3]1[cH:4][c:5]([C:6](=[O:7])[CH2:8][C:9](=[O:10])[O:11][CH2:12][CH3:13])[cH:14][cH:15][c:16]1[C:17](=[O:18])[O:19][CH3:20].[CH3:36][CH2:37][OH:38].[CH3:39][C:40](=[O:41])[OH:42].[OH:21][CH:22]1[c:23]2[cH:24][cH:25][cH:26][cH:27][c:28]2[O:29][c:30]2[cH:31][cH:32][cH:33][cH:34][c:35]21>>[CH3:1][O:2][c:3]1[cH:4][c:5]([C:6](=[O:7])[CH:8]([C:9](=[O:10])[O:11][CH2:12][CH3:13])[CH:22]2[c:23]3[cH:24][cH:25][cH:26][cH:27][c:28]3[O:29][c:30]3[cH:31][cH:32][cH:33][cH:34][c:35]32)[cH:14][cH:15][c:16]1[C:17](=[O:18])[O:19][CH3:20]. Reactants: FC=1C=C(C=CC1)C(CC(C(F)(F)F)=O)=O (1-(3-fluoro-phenyl)-4,4,4-trifluoro-butane-1,3-dione), 3-fluoro-acetophenone, NC1=NNC=C1C#N (3-amino-4-cyano-pyrazole). Product: FC=1C=C(C=CC1)C1=NC=2N(C(=C1)C(F)(F)F)N=CC2C#N (5-(3-Fluoro-phenyl)-7-trifluoromethyl-pyrazolo[1,5-a]pyrimidine-3-carbonitrile). Yield: 46.0%. Reaction SMILES: [F:1][C:2]1[CH:3]=[C:4]([C:8](=O)[CH2:9][C:10](=O)[C:11]([F:14])([F:13])[F:12])[CH:5]=[CH:6][CH:7]=1.[NH2:17][C:18]1[C:22]([C:23]#[N:24])=[CH:21][NH:20][N:19]=1>>[F:1][C:2]1[CH:3]=[C:4]([C:8]2[CH:9]=[C:10]([C:11]([F:14])([F:13])[F:12])[N:19]3[N:20]=[CH:21][C:22]([C:23]#[N:24])=[C:18]3[N:17]=2)[CH:5]=[CH:6][CH:7]=1. Procedure: Reaction of 1-(3-fluoro-phenyl)-4,4,4-trifluoro-butane-1,3-dione (234 mg, 1.0 mmol), prepared from commercially available 3-fluoro-acetophenone according to general procedure A, and 3-amino-4-cyano-pyrazole (108 mg, 1.0 mmol) according to general procedure B yielded the title compound as a light yellow solid (141 mg, 46%). MS (ISP) 306.9 [(M+H)+]; mp 199° C.